From a dataset of the Open Reaction Database (ORD), a public repository of structured organic reaction records. describe an organic reaction: reactants, conditions, products, and yield The reactants are CCCCCCCCC=CCCCCCCCC(=O)OCC(COP(=O)(O)OCC(CO)O)OC(=O)CCCCCCCC=CCCCCCCCC (DOPG), CCCCCCCC/C=C\CCCCCCCC(=O)OC[C@H](COP(=O)([O-])OCC[N+](C)(C)C)OC(=O)CCCCCCC/C=C\CCCCCCCC (DOPC), C1(C=CC(N1)=O)=O (maleimide), C(Cl)(Cl)Cl (chloroform). The product is CCCCCCCC/C=C\CCCCCCCCOCC(C[N+](C)(C)C)OCCCCCCCC/C=C\CCCCCCCC.[Cl-].CCCCCCCC/C=C\CCCCCCCC(=O)OC[C@H](COP(=O)([O-])OCC[N+](C)(C)C)OC(=O)CCCCCCC/C=C\CCCCCCCC (DOTMA DOPC). As a reaction SMILES: [CH3:1][CH2:2][CH2:3][CH2:4][CH2:5][CH2:6][CH2:7][CH2:8][CH:9]=[CH:10][CH2:11][CH2:12][CH2:13][CH2:14][CH2:15][CH2:16][CH2:17][C:18]([O:20][CH2:21][CH:22]([O:34][C:35]([CH2:37][CH2:38][CH2:39][CH2:40][CH2:41][CH2:42][CH2:43][CH:44]=[CH:45][CH2:46][CH2:47][CH2:48][CH2:49][CH2:50][CH2:51][CH2:52][CH3:53])=O)[CH2:23]OP(OCC(O)CO)(O)=O)=O.[CH3:54][CH2:55][CH2:56][CH2:57][CH2:58][CH2:59][CH2:60][CH2:61]/[CH:62]=[CH:63]\[CH2:64][CH2:65][CH2:66][CH2:67][CH2:68][CH2:69][CH2:70][C:71]([O:73][CH2:74][C@@H:75]([O:88][C:89]([CH2:91][CH2:92][CH2:93][CH2:94][CH2:95][CH2:96][CH2:97]/[CH:98]=[CH:99]\[CH2:100][CH2:101][CH2:102][CH2:103][CH2:104][CH2:105][CH2:106][CH3:107])=[O:90])[CH2:76][O:77][P:78]([O:81][CH2:82][CH2:83][N+:84]([CH3:87])([CH3:86])[CH3:85])([O-:80])=[O:79])=[O:72].C1(=O)NC(=O)C=C1.C(Cl)(Cl)[Cl:116]>>[CH3:1][CH2:2][CH2:3][CH2:4][CH2:5][CH2:6][CH2:7][CH2:8]/[CH:9]=[CH:10]\[CH2:11][CH2:12][CH2:13][CH2:14][CH2:15][CH2:16][CH2:17][CH2:18][O:20][CH2:21][CH:22]([O:34][CH2:35][CH2:37][CH2:38][CH2:39][CH2:40][CH2:41][CH2:42][CH2:43]/[CH:44]=[CH:45]\[CH2:46][CH2:47][CH2:48][CH2:49][CH2:50][CH2:51][CH2:52][CH3:53])[CH2:23][N+:84]([CH3:86])([CH3:85])[CH3:83].[Cl-:116].[CH3:54][CH2:55][CH2:56][CH2:57][CH2:58][CH2:59][CH2:60][CH2:61]/[CH:62]=[CH:63]\[CH2:64][CH2:65][CH2:66][CH2:67][CH2:68][CH2:69][CH2:70][C:71]([O:73][CH2:74][C@@H:75]([O:88][C:89]([CH2:91][CH2:92][CH2:93][CH2:94][CH2:95][CH2:96][CH2:97]/[CH:98]=[CH:99]\[CH2:100][CH2:101][CH2:102][CH2:103][CH2:104][CH2:105][CH2:106][CH3:107])=[O:90])[CH2:76][O:77][P:78]([O:81][CH2:82][CH2:83][N+:84]([CH3:87])([CH3:85])[CH3:86])([O-:80])=[O:79])=[O:72] |f:4.5.6|. Procedure details: Maleimide-PE (chemical name: dioleoylphosphatidylethanolamine 4-(N-maleimidomethyl)-cyclohexane-1-carboxylate) was prepared by mixing 17 mg succinimidyl 4-(N-maleimidomethyl) clyclohexane-1-carboxylate (SMCC), with 7 μl triethylamine and 25 mg dioleoyl-phosphatidylethanolamine (DOPE) in 2.5 ml of chloroform. The mixture was sealed tightly to prevent evaporation and stirred at room temperature overnight. The reaction mixture was washed, 3×2 ml, with 5% methanol in water. The chloroform was then d...